describe an organic reaction: reactants, conditions, products, and yield From a dataset of the Open Reaction Database (ORD), a public repository of structured organic reaction records. Starting materials: [BH4-], O=C(c1c[nH]c2ccc(Br)cc12)C1CCCN1C(=O)OCc1ccccc1, Cl, [Li+], C1CCOC1. Product: O=C(OCc1ccccc1)N1CCCC1Cc1c[nH]c2ccc(Br)cc12. Reaction SMILES: [BH4-:28].[CH2:1]([c:2]1[cH:3][cH:4][cH:5][cH:6][cH:7]1)[O:8][C:9](=[O:10])[N:11]1[CH:12]([C:16](=[O:17])[c:18]2[cH:19][nH:20][c:21]3[cH:22][cH:23][c:24]([Br:27])[cH:25][c:26]23)[CH2:13][CH2:14][CH2:15]1.[ClH:30].[Li+:29].[O:31]1[CH2:32][CH2:33][CH2:34][CH2:35]1>>[CH2:1]([c:2]1[cH:3][cH:4][cH:5][cH:6][cH:7]1)[O:8][C:9](=[O:10])[N:11]1[CH:12]([CH2:16][c:18]2[cH:19][nH:20][c:21]3[cH:22][cH:23][c:24]([Br:27])[cH:25][c:26]23)[CH2:13][CH2:14][CH2:15]1. The reactants are O=C1N=c2cc(Cl)c([N+](=O)[O-])cc2=N1, [H][H], O, [Pt]. The product is Nc1cc2c(cc1Cl)=NC(=O)N=2. As a reaction SMILES: [Cl:1][c:2]1[cH:3][c:4]2[c:5]([cH:10][c:11]1[N+:12]([O-:13])=[O:14])=[N:6][C:7](=[O:9])[N:8]=2.[H:15][H:16].[OH2:18].[Pt:17]>>[Cl:1][c:2]1[cH:3][c:4]2[c:5]([cH:10][c:11]1[NH2:12])=[N:6][C:7](=[O:9])[N:8]=2. The reactants are CC(=O)O, Cl[Cu], Cl, O=N[O-], COC(=O)c1ccc(N)c(Cl)c1, [Na+], O=S=O, O. Yields the product COC(=O)c1ccc(S(=O)(=O)Cl)c(Cl)c1. RXN SMILES: [C:22]([OH:23])(=[O:24])[CH3:25].[Cl:26][Cu:27].[ClH:13].[N:14]([O-:15])=[O:16].[NH2:1][c:2]1[c:3]([Cl:12])[cH:4][c:5]([C:6](=[O:7])[O:8][CH3:9])[cH:10][cH:11]1.[Na+:17].[O:18]=[S:19]=[O:20].[OH2:21]>>[c:2]1([S:19]([Cl:13])(=[O:18])=[O:20])[c:3]([Cl:12])[cH:4][c:5]([C:6](=[O:7])[O:8][CH3:9])[cH:10][cH:11]1.